This data is from the Open Reaction Database (ORD), a public repository of structured organic reaction records. The task is: describe an organic reaction: reactants, conditions, products, and yield The reactants are C(C)(=O)C1=CN=CC2=CC=CC=C12 (4-acetylisoquinoline), C(C)OC(N(C)C)OCC (dimethyl formamide diethyl acetal). The product is CN(C=CC(=O)C1=CN=CC2=CC=CC=C12)C (3-dimethylamino-1-(4-isoquinolinyl)-2-propen-1-one). RXN SMILES: [C:1]([C:4]1[C:13]2[C:8](=[CH:9][CH:10]=[CH:11][CH:12]=2)[CH:7]=[N:6][CH:5]=1)(=[O:3])[CH3:2].C(O[CH:17](OCC)[N:18]([CH3:20])[CH3:19])C>>[CH3:17][N:18]([CH3:20])[CH:19]=[CH:2][C:1]([C:4]1[C:13]2[C:8](=[CH:9][CH:10]=[CH:11][CH:12]=2)[CH:7]=[N:6][CH:5]=1)=[O:3]. Procedure: 2.0 g (11.6 mmol) of 4-acetylisoquinoline [J. Chem. Soc., Perkin Trans. 1, (7), 1503-8]are stirred in 50 ml of dimethyl formamide diethyl acetal for 1 hour at 110° C. The reaction mixture is concentrated under reduced pressure and the residue is chromatographed (methylene chloride:methanol=95:5), giving 3-dimethylamino-1-(4-isoquinolinyl)-2-propen-1-one; 1H-NMR (dimethyl sulfoxide): 2.9 (3H,s), 3.1 (3H,s), 5.52 (1H,d), 7.7-8.2 (m,5H), 8.6 (1H,s), 9.35 (1H,s). The reactants are C(C)(C)(C)OC(=O)N1CCN(CCC1)C1=NC2=C(N1)C=CC=C2 (1-t-butoxycarbonyl-4-(1H-benzimidazol-2-yl)[1,4]diazepane), [H-].[Na+] (sodium hydride), FC1=CC=C(CBr)C=C1 (4-fluorobenzyl bromide). Solvent: CN(C=O)C (dimethylformamide), C(C)(=O)OCC (ethyl acetate). Run at temperature 80 celsius, time 15 minute. The product is C(C)(C)(C)OC(=O)N1CCN(CCC1)C1=NC2=C(N1CC1=CC=C(C=C1)F)C=CC=C2 (1-t-butoxycarbonyl-4-(1-(4-fluorobenzyl)-1H-benzimidazol-2-yl)[1,4]diazepane). As a reaction SMILES: [C:1]([O:5][C:6]([N:8]1[CH2:14][CH2:13][CH2:12][N:11]([C:15]2[NH:19][C:18]3[CH:20]=[CH:21][CH:22]=[CH:23][C:17]=3[N:16]=2)[CH2:10][CH2:9]1)=[O:7])([CH3:4])([CH3:3])[CH3:2].[H-].[Na+].[F:26][C:27]1[CH:34]=[CH:33][C:30]([CH2:31]Br)=[CH:29][CH:28]=1>CN(C)C=O.C(OCC)(=O)C>[C:1]([O:5][C:6]([N:8]1[CH2:14][CH2:13][CH2:12][N:11]([C:15]2[N:16]([CH2:31][C:30]3[CH:33]=[CH:34][C:27]([F:26])=[CH:28][CH:29]=3)[C:17]3[CH:23]=[CH:22][CH:21]=[CH:20][C:18]=3[N:19]=2)[CH2:10][CH2:9]1)=[O:7])([CH3:4])([CH3:2])[CH3:3] |f:1.2|. Procedure details: Combine 1-t-butoxycarbonyl-4-(1H-benzimidazol-2-yl)[1,4]diazepane (0.82 g, 2.6 mmol) in dimethylformamide (20 mL). Add sodium hydride (0.15 g, 60% in oil, 3.75 mmol). After about 15 minutes, when the gas evolution ceases, add 4-fluorobenzyl bromide (0.35 mL, 2.81 mmol). Heat to 80° C. After 18 hours, cool the reaction mixture and dilute with ethyl acetate (100 mL) and extract five times with brine. Dry the organic layer over MgSO4, filter, and evaporate in vacuo to give 1-t-butoxycarbonyl-4-(1-(...